describe an organic reaction: reactants, conditions, products, and yield From a dataset of the Open Reaction Database (ORD), a public repository of structured organic reaction records. The reactants are N#Cc1ccc(-c2ccn3c(=O)[nH]nc3c2Br)cc1, O=C([O-])[O-], Cc1nc(C(F)(F)F)ccc1CCl, [K+], [K+], CN(C)C=O. Product: Cc1nc(C(F)(F)F)ccc1Cn1nc2c(Br)c(-c3ccc(C#N)cc3)ccn2c1=O. Reaction SMILES: [Br:1][c:2]1[c:3]2[n:4]([cH:5][cH:6][c:7]1-[c:8]1[cH:9][cH:10][c:11]([C:12]#[N:13])[cH:14][cH:15]1)[c:16](=[O:19])[nH:17][n:18]2.[C:33](=[O:34])([O-:35])[O-:36].[Cl:20][CH2:21][c:22]1[c:23]([CH3:32])[n:24][c:25]([C:28]([F:29])([F:30])[F:31])[cH:26][cH:27]1.[K+:37].[K+:38].[O:39]=[CH:40][N:41]([CH3:42])[CH3:43]>>[Br:1][c:2]1[c:3]2[n:4]([cH:5][cH:6][c:7]1-[c:8]1[cH:9][cH:10][c:11]([C:12]#[N:13])[cH:14][cH:15]1)[c:16](=[O:19])[n:17]([CH2:21][c:22]1[c:23]([CH3:32])[n:24][c:25]([C:28]([F:29])([F:30])[F:31])[cH:26][cH:27]1)[n:18]2. The reactants are ClC1=NC2=CC=C(C=C2C=N1)O (2-chloroquinazolin-6-ol), ClC1=NC2=CC=C(C=C2N=C1C(F)(F)F)OC (2-chloro-6-methoxy-3-(trifluoromethyl)quinoxaline), ClC1=NC2=CC=C(C=C2N=C1C(F)(F)F)OC (2-chloro-6-methoxy-3-(trifluoromethyl)quinoxaline). Yields the product ClC1=NC2=CC=C(C=C2N=C1C(F)(F)F)O (2-chloro-3-(trifluoromethyl)quinoxalin-6-ol). RXN SMILES: ClC1N=CC2C(=CC=C(O)C=2)N=1.[Cl:13][C:14]1[C:23]([C:24]([F:27])([F:26])[F:25])=[N:22][C:21]2[C:16](=[CH:17][CH:18]=[C:19]([O:28]C)[CH:20]=2)[N:15]=1>>[Cl:13][C:14]1[C:23]([C:24]([F:26])([F:27])[F:25])=[N:22][C:21]2[C:16](=[CH:17][CH:18]=[C:19]([OH:28])[CH:20]=2)[N:15]=1. Reported procedure: Followed the procedure described for preparing Intermediate 10 starting with 2-chloro-6-methoxy-3-(trifluoromethyl)quinoxaline (Intermediate 11), with a purification by silica gel column chromatography. Starting materials: C(C)(=O)O[C@@H]1CC2CC[C@H]3C4=CC[C@H](C(C)=O)[C@]4(CC[C@@H]3[C@]2(CC1)C)C (3β-acetoxy-pregn-14-en-20-one), p-toluensulphonyl hydrazide, C(#N)[BH3-].[Na+] (sodium cyanoborohydride). The reagents and catalysts are [I-].[Zn+2].[I-] (zinc iodide). The solvent is CO (MeOH), CC(=O)O (AcOH). Product: C(C)(=O)O[C@@H]1CC2CC[C@H]3C4=CC[C@H](CC)[C@]4(CC[C@@H]3[C@]2(CC1)C)C (3β-acetoxy-pregn-14-ene). The yield is 74.0%. As a reaction SMILES: [C:1]([O:4][C@H:5]1[CH2:24][CH2:23][C@@:22]2([CH3:25])[CH:7]([CH2:8][CH2:9][C@@H:10]3[C@@H:21]2[CH2:20][CH2:19][C@@:18]2([CH3:26])[C:11]3=[CH:12][CH2:13][C@@H:14]2[C:15](=O)[CH3:16])[CH2:6]1)(=[O:3])[CH3:2].C([BH3-])#N.[Na+]>CC(O)=O.CO.[I-].[Zn+2].[I-]>[C:1]([O:4][C@H:5]1[CH2:24][CH2:23][C@@:22]2([CH3:25])[CH:7]([CH2:8][CH2:9][C@@H:10]3[C@@H:21]2[CH2:20][CH2:19][C@@:18]2([CH3:26])[C:11]3=[CH:12][CH2:13][C@@H:14]2[CH2:15][CH3:16])[CH2:6]1)(=[O:3])[CH3:2] |f:1.2,5.6.7|. Reported procedure: A solution of 5.2 g of 3β-acetoxy-pregn-14-en-20-one (Gambara, T. et al, Chem. Pharm. Bull., 1970, 18, 453) and p-toluensulphonyl hydrazide (3.5 g) in AcOH (50 mL) was stirred at room temp. for 3 hrs. The solvent was evaporated to dryness under reduced pressure: the residue obtained was dissolved in MeOH (200 mL) and zinc iodide (0.6 g) was added. To this solution sodium cyanoborohydride (1.5 g) was added portionwise and the temperature was raised to the boiling point of the reaction mixture. Af... Reactants: CC(C)CC(NC(=O)C(Cc1ccccc1)NC(=O)OC(C)(C)C)C(=O)O, Oc1c(F)c(F)c(F)c(F)c1F, C1CCOC1. The product is CC(C)CC(NC(=O)C(Cc1ccccc1)NC(=O)OC(C)(C)C)C(=O)Oc1c(F)c(F)c(F)c(F)c1F. RXN SMILES: [CH3:1][C:2]([CH3:3])([O:4][C:5](=[O:6])[NH:7][CH:8]([CH2:9][c:10]1[cH:11][cH:12][cH:13][cH:14][cH:15]1)[C:16](=[O:17])[NH:18][CH:19]([CH2:20][CH:21]([CH3:22])[CH3:23])[C:24](=[O:25])[OH:26])[CH3:27].[F:28][c:29]1[c:30]([F:39])[c:31]([F:38])[c:32]([F:37])[c:33]([F:36])[c:34]1[OH:35].[O:40]1[CH2:41][CH2:42][CH2:43][CH2:44]1>>[CH3:1][C:2]([CH3:3])([O:4][C:5](=[O:6])[NH:7][CH:8]([CH2:9][c:10]1[cH:11][cH:12][cH:13][cH:14][cH:15]1)[C:16](=[O:17])[NH:18][CH:19]([CH2:20][CH:21]([CH3:22])[CH3:23])[C:24]([O:25][c:34]1[c:29]([F:28])[c:30]([F:39])[c:31]([F:38])[c:32]([F:37])[c:33]1[F:36])=[O:26])[CH3:27]. Reactants: O (water), OC1=CC2=C(C(CO2)=O)C=C1 (6-hydroxy-2H-benzofuran-3-one), CC=1C=C(C=O)C=CC1C (3,4-dimethylbenzaldehyde), Cl (hydrochloric acid). Run in CO (methanol). Product: CC=1C=C(C=CC1C)C=C1OC2=C(C1=O)C=CC(=C2)O (2-[(3,4-dimethylphenyl)methylene]-6-hydroxy-3(2H)-benzofuranone). The yield is 68.2%. RXN SMILES: [OH:1][C:2]1[CH:11]=[CH:10][C:5]2[C:6](=[O:9])[CH2:7][O:8][C:4]=2[CH:3]=1.[CH3:12][C:13]1[CH:14]=[C:15]([CH:18]=[CH:19][C:20]=1[CH3:21])[CH:16]=O.Cl.O>CO>[CH3:12][C:13]1[CH:14]=[C:15]([CH:16]=[C:7]2[C:6](=[O:9])[C:5]3[CH:10]=[CH:11][C:2]([OH:1])=[CH:3][C:4]=3[O:8]2)[CH:18]=[CH:19][C:20]=1[CH3:21]. Procedure details: After 6-hydroxy-2H-benzofuran-3-one 1 g and 3,4-dimethylbenzaldehyde 1.07 g were dissolved in methanol 75 ml, concentrated hydrochloric acid 50 ml was added, and the mixture was refluxed for two hours. The solution was cooled to room temperature, and water 200 ml was added. Precipitated crystals were filtered and dried over phosphorous pentoxide at a temperature of 60° C. for four hours under reduced pressure to obtain the desired compound 1.21 g. The reactants are C(C)(C)NC(C)C (diisopropylamine), C(#C)C1CN(C1)C(=O)OCC=1C=NC=CC1 (Pyridin-3-ylmethyl 3-ethynylazetidine-1-carboxylate), Teflon, IC=1C=NN2C1C(=CC(=C2)C=2C=NN(C2)C)OC (3-iodo-4-methoxy-6-(1-methyl-1H-pyrazol-4-yl)pyrazolo[1,5-a]pyridine), O1C(=CC=C1)P(C=1OC=CC1)C=1OC=CC1 (tri(2-furyl)phosphine). Reagents/catalysts: [Cu]I (copper (I) iodide), [CH2-]C=C.[CH2-]C=C.Cl[Pd+].Cl[Pd+] (allylpalladium chloride dimer). Solvent: C(C)#N (acetonitrile). Reaction conditions: temperature 45 celsius. Yields the product COC=1C=2N(C=C(C1)C=1C=NN(C1)C)N=CC2C#CC2CN(C2)C(=O)OCC=2C=NC=CC2 (pyridin-3-ylmethyl 3-{[4-methoxy-6-(1-methyl-1H-pyrazol-4-yl)pyrazolo[1,5-a]pyridin-3-yl]ethynyl}azetidine-1-carboxylate). Reaction SMILES: [C:1]([CH:3]1[CH2:6][N:5]([C:7]([O:9][CH2:10][C:11]2[CH:12]=[N:13][CH:14]=[CH:15][CH:16]=2)=[O:8])[CH2:4]1)#[CH:2].I[C:18]1[CH:19]=[N:20][N:21]2[CH:26]=[C:25]([C:27]3[CH:28]=[N:29][N:30]([CH3:32])[CH:31]=3)[CH:24]=[C:23]([O:33][CH3:34])[C:22]=12.O1C=CC=C1P(C1OC=CC=1)C1OC=CC=1.C(NC(C)C)(C)C>[CH2-]C=C.[CH2-]C=C.Cl[Pd+].Cl[Pd+].[Cu]I.C(#N)C>[CH3:34][O:33][C:23]1[C:22]2[N:21]([N:20]=[CH:19][C:18]=2[C:2]#[C:1][CH:3]2[CH2:4][N:5]([C:7]([O:9][CH2:10][C:11]3[CH:12]=[N:13][CH:14]=[CH:15][CH:16]=3)=[O:8])[CH2:6]2)[CH:26]=[C:25]([C:27]2[CH:28]=[N:29][N:30]([CH3:32])[CH:31]=2)[CH:24]=1 |f:4.5.6.7|. Procedure details: Pyridin-3-ylmethyl 3-ethynylazetidine-1-carboxylate (50 mg, 0.23 mmol), 3-iodo-4-methoxy-6-(1-methyl-1H-pyrazol-4-yl)pyrazolo[1,5-a]pyridine (40 mg, 0.11 mmol), allylpalladium chloride dimer (12 mg, 0.03 mmol), tri(2-furyl)phosphine (16 mg, 0.07 mmol) and copper (I) iodide (2.1 mg, 0.011 mmol) were combined into one vial fitted with a Teflon septum. The vial was flushed with nitrogen and acetonitrile (1.6 ml) and diisopropylamine (0.048 mL, 0.34 mmol) were added. After sparging with nitrogen for... The reactants are [Cl-].[Al+3].[Cl-].[Cl-] (aluminum chloride), BrC1=C(C(=O)Cl)C=C(C(=C1)C(=O)Cl)Br (2,5-Dibromoterephthaloyl Chloride), C1(=CC=CC=C1)CCCCCCCCCC (phenyldecane). Run in C(Cl)Cl (CH2Cl2), C(Cl)Cl (CH2Cl2). Run at temperature 0 celsius, time 8 hour. Product: BrC1=C(C=C(C(=C1)C(=O)C1=CC=C(C=C1)CCCCCCCCCC)Br)C(=O)C1=CC=C(C=C1)CCCCCCCCCC (1,4-Dibromo-2,5-bis((4-decylphenyl)carbonyl)benzene). The yield is 74.4%. RXN SMILES: [Br:1][C:2]1[CH:10]=[C:9]([C:11](Cl)=[O:12])[C:8]([Br:14])=[CH:7][C:3]=1[C:4](Cl)=[O:5].[Cl-].[Al+3].[Cl-].[Cl-].[C:19]1([CH2:25][CH2:26][CH2:27][CH2:28][CH2:29][CH2:30][CH2:31][CH2:32][CH2:33][CH3:34])[CH:24]=[CH:23][CH:22]=[CH:21][CH:20]=1>C(Cl)Cl>[Br:1][C:2]1[CH:10]=[C:9]([C:11]([C:22]2[CH:23]=[CH:24][C:19]([CH2:25][CH2:26][CH2:27][CH2:28][CH2:29][CH2:30][CH2:31][CH2:32][CH2:33][CH3:34])=[CH:20][CH:21]=2)=[O:12])[C:8]([Br:14])=[CH:7][C:3]=1[C:4]([C:22]1[CH:21]=[CH:20][C:19]([CH2:25][CH2:26][CH2:27][CH2:28][CH2:29][CH2:30][CH2:31][CH2:32][CH2:33][CH3:34])=[CH:24][CH:23]=1)=[O:5] |f:1.2.3.4|. Reported procedure: Compound 7 (19.2 g, 0.059 mol) was dissolved in 100 mL of dry CH2Cl2, and aluminum chloride (16.6 g, 0.12 mol) was added. The reaction turned orange and some precipitate formed. The reaction was cooled to 0° C., and phenyldecane (45.3 g, 0.21 mol) in 50 mL of dry CH2Cl2 was added through an additional funnel. The reaction was stirred at room temperature under nitrogen overnight. The reaction was quenched carefully with 1 N HCl, extracted with CH2Cl2, and the combined organic phase was dried over... Reactants: N[C@@H](CC[Se]C)C(=O)O (selenomethionine), N[C@@H](CC1=CC=CC=C1)C(=O)O (phenylalanine), FC1=CC=C(C[C@H](N)C(=O)O)C=C1 (F-Phe), FC1=CC=C(C[C@H](N)C(=O)O)C=C1 (F-Phe), FC1=CC=C(C[C@H](N)C(=O)O)C=C1 (p-fluoro-L-phenylalanine), N[C@@H](CC[Se]C)C(=O)O (selenomethionine), FC1=CC=C(C[C@H](N)C(=O)O)C=C1 (F-Phe). Conditions: time 21 hour. The product is FN[C@@H](CC1=CC=CC=C1)C(=O)O (Fluorophenylalanine). RXN SMILES: [NH2:1][C@H:2]([C:10]([OH:12])=[O:11])[CH2:3][C:4]1[CH:9]=[CH:8][CH:7]=[CH:6][CH:5]=1.[F:13]C1C=CC(C[C@@H](C(O)=O)N)=CC=1.N[C@H](C(O)=O)CC[Se]C>>[F:13][NH:1][C@H:2]([C:10]([OH:12])=[O:11])[CH2:3][C:4]1[CH:9]=[CH:8][CH:7]=[CH:6][CH:5]=1. Reported procedure: Replacement of phenylalanine residues in a protein with p-fluoro-L-phenylalanine (F-Phe) can be implemented for the structural analysis of the protein by19F NMR8, 9. However, as with selenomethionine substitution, F-Phe substitution is cytotoxic. We followed the expression of the CspA in a manner analogous to that demonstrated for selenomethionine EnvZB. CspA was expressed with pColdI(SP4)cspA for 21 hr with and without the addition of F-Phe (FIG. 4A). The addition of F-Phe did not adversely aff... RXN SMILES: [CH3:1][N:2]([S:15]([C:18]1[S:19][CH:20]=[CH:21][CH:22]=1)(=[O:17])=[O:16])[C:3]1[CH:4]=[CH:5][CH:6]=[C:7]2[C:11]=1[NH:10][C:9]([C:12]([OH:14])=O)=[CH:8]2.[CH2:23]([S:30][C:31]1([CH2:37][NH2:38])[CH2:36][CH2:35][O:34][CH2:33][CH2:32]1)[C:24]1[CH:29]=[CH:28][CH:27]=[CH:26][CH:25]=1.N1(O)C2C=CC=CC=2N=N1.Cl.CN(C)CCCN=C=NCC.C(=O)([O-])O.[Na+]>C(#N)C.O1CCCC1>[CH2:23]([S:30][C:31]1([CH2:37][NH:38][C:12]([C:9]2[NH:10][C:11]3[C:7]([CH:8]=2)=[CH:6][CH:5]=[CH:4][C:3]=3[N:2]([CH3:1])[S:15]([C:18]2[S:19][CH:20]=[CH:21][CH:22]=2)(=[O:16])=[O:17])=[O:14])[CH2:36][CH2:35][O:34][CH2:33][CH2:32]1)[C:24]1[CH:25]=[CH:26][CH:27]=[CH:28][CH:29]=1 |f:3.4,5.6|. The solvent is C(C)#N (acetonitrile), O1CCCC1 (tetrahydrofuran). The yield is 92.5%. Product: C(C1=CC=CC=C1)SC1(CCOCC1)CNC(=O)C=1NC2=C(C=CC=C2C1)N(S(=O)(=O)C=1SC=CC1)C (N-{[4-(benzylthio)tetrahydro-2H-pyran-4-yl]methyl}-7-[methyl(2-thienylsulfonyl)amino]-1H-indole-2-carboxamide). Procedure: A mixture of 7-[methyl(2-thienylsulfonyl)amino]-1H-indole-2-carboxylic acid (0.50 g), 1-[4-(benzylthio)tetrahydro-2H-pyran-4-yl]methanamine (0.39 g), 1H-1,2,3-benzotriazol-1-ol (0.20 g), N-[3-(dimethylamino)propyl]-N′-ethylcarbodiimide hydrochloride (0.34 g), tetrahydrofuran (10 ml) and acetonitrile (3 ml) was stirred overnight at room temperature. Saturated aqueous sodium hydrogencarbonate was added to the reaction mixture, and the mixture was extracted with ethyl acetate. The ethyl acetate lay... Run at time 8 hour. Reactants: C(O)([O-])=O.[Na+] (sodium hydrogencarbonate), CN(C=1C=CC=C2C=C(NC12)C(=O)O)S(=O)(=O)C=1SC=CC1 (7-[methyl(2-thienylsulfonyl)amino]-1H-indole-2-carboxylic acid), C(C1=CC=CC=C1)SC1(CCOCC1)CN (1-[4-(benzylthio)tetrahydro-2H-pyran-4-yl]methanamine), N1(N=NC2=C1C=CC=C2)O (1H-1,2,3-benzotriazol-1-ol), Cl.CN(CCCN=C=NCC)C (N-[3-(dimethylamino)propyl]-N′-ethylcarbodiimide hydrochloride).